describe an organic reaction: reactants, conditions, products, and yield From a dataset of the Open Reaction Database (ORD), a public repository of structured organic reaction records. As a reaction SMILES: [CH3:16][CH2:17][O:18][C:19](=[O:20])[CH3:21].[CH3:1][n:2]1[n:3][c:4]([N+:11]([O-:12])=[O:13])[cH:5][c:6]1[C:7](=[O:8])[O:9][CH3:10].[CH3:22][CH2:23][OH:24].[H:14][H:15]>>[CH3:1][n:2]1[n:3][c:4]([NH2:11])[cH:5][c:6]1[C:7](=[O:8])[O:9][CH3:10]. Yields the product COC(=O)c1cc(N)nn1C. The reactants are CCOC(C)=O, COC(=O)c1cc([N+](=O)[O-])nn1C, CCO, [H][H]. The reactants are C(C)OC(=O)N1CCN(CC1)C([C@H](CCC(=O)OC(C)(C)C)NC(=O)C1=NC(=NC(=C1)Cl)C1=CC=CC=C1)=O (4-{(S)-4-tert-butoxycarbonyl-2-[(6-chloro-2-phenyl-pyrimidine-4-carbonyl)-amino]-butyryl}-piperazine-1-carboxylic acid ethyl ester), C(=O)(O)C1=CC=C(C=C1)B(O)O (4-carboxyphenylboronic acid). Procedure details: This compound was prepared using a method analogous to that of Example 86, step 86.1, 4-{(S)-4-tert-butoxycarbonyl-2-[(6-chloro-2-phenyl-pyrimidine-4-carbonyl)-amino]-butyryl}-piperazine-1-carboxylic acid ethyl ester replacing 2-chloro-6-methyl-pyrimidine-4-carboxylic acid methyl ester and 4-carboxyphenylboronic acid replacing phenylboronic acid. As a reaction SMILES: [CH2:1]([O:3][C:4]([N:6]1[CH2:11][CH2:10][N:9]([C:12](=[O:39])[C@@H:13]([NH:23][C:24]([C:26]2[CH:31]=[C:30](Cl)[N:29]=[C:28]([C:33]3[CH:38]=[CH:37][CH:36]=[CH:35][CH:34]=3)[N:27]=2)=[O:25])[CH2:14][CH2:15][C:16]([O:18][C:19]([CH3:22])([CH3:21])[CH3:20])=[O:17])[CH2:8][CH2:7]1)=[O:5])[CH3:2].[C:40]([C:43]1[CH:48]=[CH:47][C:46](B(O)O)=[CH:45][CH:44]=1)([OH:42])=[O:41]>>[CH2:1]([O:3][C:4]([N:6]1[CH2:11][CH2:10][N:9]([C:12](=[O:39])[C@@H:13]([NH:23][C:24]([C:26]2[CH:31]=[C:30]([C:46]3[CH:47]=[CH:48][C:43]([C:40]([OH:42])=[O:41])=[CH:44][CH:45]=3)[N:29]=[C:28]([C:33]3[CH:38]=[CH:37][CH:36]=[CH:35][CH:34]=3)[N:27]=2)=[O:25])[CH2:14][CH2:15][C:16]([O:18][C:19]([CH3:22])([CH3:21])[CH3:20])=[O:17])[CH2:8][CH2:7]1)=[O:5])[CH3:2]. The product is C(C)OC(=O)N1CCN(CC1)C([C@H](CCC(=O)OC(C)(C)C)NC(=O)C1=NC(=NC(=C1)C1=CC=C(C=C1)C(=O)O)C1=CC=CC=C1)=O (4-((S)-4-tert-butoxycarbonyl-2-{[6-(4-carboxy-phenyl)-2-phenyl-pyrimidine-4-carbonyl]-amino}-butyryl)-piperazine-1-carboxylic acid ethyl ester). The reactants are OC1=C(C=CC=C1OC1=C(C=CC=C1)Cl)C(C(=O)O)CC (2-[2-hydroxy-3-(2-chlorophenoxy)phenyl]butyric acid), COC1=C(C=CC=C1OC1=C(C=CC=C1)Cl)C(C(=O)O)CC (2-[2-methoxy-3-(2-chlorophenoxy)phenyl]butyric acid). Solvent: C(C)(=O)OC(C)=O (acetic anhydride), C(C)(=O)OC(C)=O (acetic anhydride), I (hydriodic acid). Yields the product C(C)C1C(OC2=C1C=CC=C2OC2=C(C=CC=C2)Cl)=O (3-ethyl-7-(2-chlorophenoxy)-2,3-dihydrobenzofuran-2-one). The yield is 62.3%. RXN SMILES: CO[C:3]1[C:8]([O:9][C:10]2[CH:15]=[CH:14][CH:13]=[CH:12][C:11]=2[Cl:16])=[CH:7][CH:6]=[CH:5][C:4]=1[CH:17]([CH2:21][CH3:22])[C:18]([OH:20])=[O:19].OC1C(OC2C=CC=CC=2Cl)=CC=CC=1C(CC)C(O)=O>C(OC(=O)C)(=O)C.I>[CH2:21]([CH:17]1[C:4]2[CH:5]=[CH:6][CH:7]=[C:8]([O:9][C:10]3[CH:15]=[CH:14][CH:13]=[CH:12][C:11]=3[Cl:16])[C:3]=2[O:19][C:18]1=[O:20])[CH3:22]. Procedure: A solution of 2-[2-methoxy-3-(2-chlorophenoxy)phenyl]butyric acid (4.1 g) in acetic anhydride (10 ml) and hydriodic acid (55-58%, 20 ml) were treated in a similar manner to that of Example 10-(7). The resultant oily residue, i.e. 2-[2-hydroxy-3-(2-chlorophenoxy)phenyl]butyric acid was treated with acetic anhydride (10 ml) in a similar manner to that of Example 10-(7). The resultant crystalline residue was recrystallized from ethanol to give 3-ethyl-7-(2-chlorophenoxy)-2,3-dihydrobenzofuran-2-one... Reactants: O=C1OCC(N1CCC1=CC=C(C=C1)C1=CC(=CC=C1)C#N)=O (4′-[2-(2,4-dioxo-1,3-oxazolidin-3-yl)ethyl]-3-biphenylcarbonitrile), CN (methylamine). Solvent: CO (methanol), solution, O1CCCC1 (tetrahydrofuran). Yields the product C(#N)C=1C=C(C=CC1)C1=CC=C(C=C1)CCNC(OCC(=O)NC)=O (2-(methylamino)-2-oxoethyl 2-(3′-cyano-1,1′-biphenyl-4-yl)ethylcarbamate). The yield is 48.6%. Reaction SMILES: [O:1]=[C:2]1[N:6]([CH2:7][CH2:8][C:9]2[CH:14]=[CH:13][C:12]([C:15]3[CH:20]=[CH:19][CH:18]=[C:17]([C:21]#[N:22])[CH:16]=3)=[CH:11][CH:10]=2)[C:5](=[O:23])[CH2:4][O:3]1.[CH3:24][NH2:25]>CO.O1CCCC1>[C:21]([C:17]1[CH:16]=[C:15]([C:12]2[CH:11]=[CH:10][C:9]([CH2:8][CH2:7][NH:6][C:2](=[O:1])[O:3][CH2:4][C:5]([NH:25][CH3:24])=[O:23])=[CH:14][CH:13]=2)[CH:20]=[CH:19][CH:18]=1)#[N:22]. Reported procedure: 2.0 g (6.53 mmol) of 4′-[2-(2,4-dioxo-1,3-oxazolidin-3-yl)ethyl]-3-biphenylcarbonitrile, prepared in step 11.2., are dissolved in a mixture of 13 ml of methanol and 9.8 ml of a 2N solution of methylamine (19.6 mmol) in tetrahydrofuran. The solution is left to react overnight and then evaporated to dryness and the residue is purified by chromatography on silica gel, eluting with a 96/4 then 95/5 mixture of dichloromethane and methanol. The product is recrystallized from a mixture of ethyl acetate... The reactants are CN1CCC(O)CC1, O=[N+]([O-])c1ccc(Cl)nc1, [H-], [Na+], C1CCOC1. Yields the product CN1CCC(Oc2ccc([N+](=O)[O-])cn2)CC1. Reaction SMILES: [CH3:13][N:14]1[CH2:15][CH2:16][CH:17]([OH:20])[CH2:18][CH2:19]1.[Cl:3][c:4]1[n:5][cH:6][c:7]([N+:10](=[O:11])[O-:12])[cH:8][cH:9]1.[H-:1].[Na+:2].[O:21]1[CH2:22][CH2:23][CH2:24][CH2:25]1>>[c:4]1([O:20][CH:17]2[CH2:16][CH2:15][N:14]([CH3:13])[CH2:19][CH2:18]2)[n:5][cH:6][c:7]([N+:10](=[O:11])[O-:12])[cH:8][cH:9]1.